Dataset: the Open Reaction Database (ORD), a public repository of structured organic reaction records. Task: describe an organic reaction: reactants, conditions, products, and yield Reactants: [Na+], [OH-], O, O=[N+]([O-])O, O=S(=O)(O)O, c1cnc2c(c1)ccc1cccnc12. Yields the product O=[N+]([O-])c1cc2cccnc2c2ncccc12. Reaction SMILES: [Na+:25].[OH-:24].[OH2:26].[OH:20][N+:21]([O-:22])=[O:23].[S:1](=[O:2])(=[O:3])([OH:4])[OH:5].[cH:6]1[cH:7][n:8][c:9]2[c:10]([cH:11]1)[cH:12][cH:13][c:14]1[cH:15][cH:16][cH:17][n:18][c:19]21>>[cH:6]1[cH:7][n:8][c:9]2[c:10]([cH:11]1)[cH:12][c:13]([N+:21](=[O:20])[O-:22])[c:14]1[cH:15][cH:16][cH:17][n:18][c:19]21.